From a dataset of the Open Reaction Database (ORD), a public repository of structured organic reaction records. describe an organic reaction: reactants, conditions, products, and yield Starting materials: C(C)(C)(C)OC(=O)N1CCC(CC1)=O (4-oxo-piperidine-1-carboxylic acid tert-butyl ester), C(C1=CC=CC=C1)N (benzylamine), FC(OC1=CC=C(C=C1)C=C[N+](=O)[O-])(F)F (1-trifluoromethoxy-4-(2-nitro-vinyl)-benzene). Run in C(Cl)Cl (CH2Cl2). Product: C(C1=CC=CC=C1)N1C=C(C=2CNCCC21)C2=CC=C(C=C2)OC(F)(F)F (1-Benzyl-3-(4-trifluoromethoxy-phenyl)-4,5,6,7-tetrahydro-1H-pyrrolo[3,2-c]pyridine). As a reaction SMILES: C(OC([N:8]1[CH2:13][CH2:12][C:11](=O)[CH2:10][CH2:9]1)=O)(C)(C)C.[CH2:15]([NH2:22])[C:16]1[CH:21]=[CH:20][CH:19]=[CH:18][CH:17]=1.[F:23][C:24]([F:38])([F:37])[O:25][C:26]1[CH:31]=[CH:30][C:29]([CH:32]=[CH:33][N+]([O-])=O)=[CH:28][CH:27]=1>C(Cl)Cl>[CH2:15]([N:22]1[C:11]2[CH2:10][CH2:9][NH:8][CH2:13][C:12]=2[C:32]([C:29]2[CH:28]=[CH:27][C:26]([O:25][C:24]([F:23])([F:37])[F:38])=[CH:31][CH:30]=2)=[CH:33]1)[C:16]1[CH:21]=[CH:20][CH:19]=[CH:18][CH:17]=1. Procedure: The title compound (0.28 g) was prepared from 0.50 g of 4-oxo-piperidine-1-carboxylic acid tert-butyl ester, 274 μL of benzylamine, and 0.59 g of 1-trifluoromethoxy-4-(2-nitro-vinyl)-benzene using CH2Cl2 as the solvent. MS (ESI): exact mass calculated for C21H19F3N2O, 372.14. found, m/z 373.2 [M+H]+. 1H NMR (400 MHz, CD3OD): 7.44-7.41 (m, 2H), 7.37-7.26 (m, 5H), 7.19-7.17 (m, 3H), 5.15 (s, 2H), 4.37 (s, 2H), 3.51 (t, J=6.3 Hz, 2H), 2.87 (t, J=6.3 Hz, 2H). The reactants are N(=[N+]=[N-])C1=C(C=C(COC[C@@H]2[C@H]([C@@H]([C@H]([C@H](SC3=CC=CC=C3)O2)O)O)O)C=C1)Cl (Phenyl 6-O-(4-azido-3-chlorobenzyl)-1-thio-β-D-glucopyranoside), C(C1=CC=CC=C1)(=O)Cl (benzoyl chloride), O (water). The solvent is N1=CC=CC=C1 (pyridine). Reaction conditions: time 2 hour. Product: N(=[N+]=[N-])C1=C(C=C(COC[C@@H]2[C@H]([C@@H]([C@H]([C@H](SC3=CC=CC=C3)O2)OC(C2=CC=CC=C2)=O)OC(C2=CC=CC=C2)=O)OC(C2=CC=CC=C2)=O)C=C1)Cl (Phenyl 6-O-(4-azido-3-chlorobenzyl)-2,3,4-tri-O-benzoyl-1-thio-β-D-glucopyranoside), crystals. The yield is 94.0%. Reaction SMILES: [N:1]([C:4]1[CH:28]=[CH:27][C:7]([CH2:8][O:9][CH2:10][C@H:11]2[O:23][C@@H:15]([S:16][C:17]3[CH:22]=[CH:21][CH:20]=[CH:19][CH:18]=3)[C@H:14]([OH:24])[C@@H:13]([OH:25])[C@@H:12]2[OH:26])=[CH:6][C:5]=1[Cl:29])=[N+:2]=[N-:3].[C:30](Cl)(=[O:37])[C:31]1[CH:36]=[CH:35][CH:34]=[CH:33][CH:32]=1.[OH2:39]>N1C=CC=CC=1>[N:1]([C:4]1[CH:28]=[CH:27][C:7]([CH2:8][O:9][CH2:10][C@H:11]2[O:23][C@@H:15]([S:16][C:17]3[CH:22]=[CH:21][CH:20]=[CH:19][CH:18]=3)[C@H:14]([O:24][C:30](=[O:37])[C:31]3[CH:36]=[CH:35][CH:34]=[CH:33][CH:32]=3)[C@@H:13]([O:25][C:8](=[O:39])[C:7]3[CH:27]=[CH:28][CH:4]=[CH:5][CH:6]=3)[C@@H:12]2[O:26][C:30](=[O:37])[C:31]2[CH:36]=[CH:35][CH:34]=[CH:33][CH:32]=2)=[CH:6][C:5]=1[Cl:29])=[N+:2]=[N-:3]. Procedure details: To a solution of phenyl 6-O-(4-azido-3-chlorobenzyl)-1-thio-β-D-glucopyranoside (10) (580 mg, 1.32 mmol) in pyridine (5 ml) was added benzoyl chloride (609 μl, 5.28 mmol) at 0° C., and the resulting mixture was stirred at room temperature for 2 hr. Thereto was added water, and the mixture was extracted with ethyl acetate. The organic layer was washed with saturated brine, and dried over anhydrous sodium sulfate. The solvent was evaporated under reduced pressure to give phenyl 6-O-(4-azido-3-chlo...